From a dataset of the Open Reaction Database (ORD), a public repository of structured organic reaction records. describe an organic reaction: reactants, conditions, products, and yield Starting materials: CO, CCOC(=O)CCc1nonc1C(=O)Nc1ccc(F)c(Cl)c1, ClP(Cl)(Cl)(Cl)Cl, NO, c1ccccc1. Product: CCOC(=O)CCc1nonc1C(=NO)Nc1ccc(F)c(Cl)c1. As a reaction SMILES: [CH3:38][OH:39].[Cl:1][c:2]1[cH:3][c:4]([NH:9][C:10](=[O:11])[c:12]2[c:13]([CH2:17][CH2:18][C:19](=[O:20])[O:21][CH2:22][CH3:23])[n:14][o:15][n:16]2)[cH:5][cH:6][c:7]1[F:8].[Cl:24][P:25]([Cl:26])([Cl:27])([Cl:28])[Cl:29].[NH2:30][OH:31].[cH:32]1[cH:33][cH:34][cH:35][cH:36][cH:37]1>>[Cl:1][c:2]1[cH:3][c:4]([NH:9][C:10]([c:12]2[c:13]([CH2:17][CH2:18][C:19](=[O:20])[O:21][CH2:22][CH3:23])[n:14][o:15][n:16]2)=[N:30][OH:31])[cH:5][cH:6][c:7]1[F:8]. RXN SMILES: Br[C:2]1[CH:20]=[CH:19][CH:18]=[CH:17][C:3]=1[O:4][C:5]1[CH:10]=[CH:9][C:8]([C:11]2[CH:16]=[CH:15][CH:14]=[CH:13][CH:12]=2)=[CH:7][CH:6]=1.[CH3:21][CH:22]1[CH2:27][NH:26][CH2:25][CH2:24][NH:23]1.C1C=CC(P(C2C=CC3C(=CC=CC=3)C=2C2C3C(=CC=CC=3)C=CC=2P(C2C=CC=CC=2)C2C=CC=CC=2)C2C=CC=CC=2)=CC=1>C1(C)C=CC=CC=1.C1C=CC(/C=C/C(/C=C/C2C=CC=CC=2)=O)=CC=1.C1C=CC(/C=C/C(/C=C/C2C=CC=CC=2)=O)=CC=1.C1C=CC(/C=C/C(/C=C/C2C=CC=CC=2)=O)=CC=1.[Pd].[Pd]>[C:8]1([C:11]2[CH:16]=[CH:15][CH:14]=[CH:13][CH:12]=2)[CH:9]=[CH:10][C:5]([O:4][C:3]2[CH:17]=[CH:18][CH:19]=[CH:20][C:2]=2[N:26]2[CH2:25][CH2:24][NH:23][CH:22]([CH3:21])[CH2:27]2)=[CH:6][CH:7]=1 |f:4.5.6.7.8|. Reagents/catalysts: C=1C=CC(=CC1)/C=C/C(=O)/C=C/C2=CC=CC=C2.C=1C=CC(=CC1)/C=C/C(=O)/C=C/C2=CC=CC=C2.C=1C=CC(=CC1)/C=C/C(=O)/C=C/C2=CC=CC=C2.[Pd].[Pd] (Pd2 dba3). The reactants are BrC1=C(OC2=CC=C(C=C2)C2=CC=CC=C2)C=CC=C1 (4-(2-bromo-phenoxy)-biphenyl), CC1NCCNC1 (rac-2-methylpiperazine), C1=CC=C(C=C1)P(C2=CC=CC=C2)C3=C(C4=CC=CC=C4C=C3)C5=C(C=CC6=CC=CC=C65)P(C7=CC=CC=C7)C8=CC=CC=C8 (rac-binap). Run in C1(=CC=CC=C1)C (toluene). Reported procedure: A mixture of 4-(2-bromo-phenoxy)-biphenyl (0.73 g, 2.25 mmol), rac-2-methylpiperazine (0.285 g, 0.285 mmol), Pd2 dba3 (0.022 g, 1 mol %), rac-binap (0.043 g, 3 mol %) and NaOBut (0.300 g, 3.12 mmol) in dry toluene (15 mL) under argon and stirred at 90° C. overnight. After cooling to room temperature the mixture is filtered and evaporated onto silica gel and and purified by column chromatography eluting with ethyl acetate/heptane 1:2. Yield: 0.264 g (34%). 1H NMR (CDCl3, 500 MHz) 7.55 (m, 2H), 7.... Reaction conditions: temperature 90 celsius, time 8 hour. The product is C1(=CC=C(C=C1)OC1=C(C=CC=C1)N1CC(NCC1)C)C1=CC=CC=C1 ((+/−)-1-[2-(Biphenyl-4-yloxy)-phenyl]-3-methyl-piperazine). Starting materials: CCOC(=O)CBr, CCOC(C)=O, CN(C)C=O, O=C(Nc1ccc(CCOC2CCCCO2)cc1Cl)C(F)(F)F, [H-], [Na+]. Product: CCOC(=O)CN(C(=O)C(F)(F)F)c1ccc(CCOC2CCCCO2)cc1Cl. RXN SMILES: [Br:26][CH2:27][C:28](=[O:29])[O:30][CH2:31][CH3:32].[CH3:33][CH2:34][O:35][C:36](=[O:37])[CH3:38].[CH3:39][N:40]([CH3:41])[CH:42]=[O:43].[Cl:1][c:2]1[c:3]([NH:4][C:5]([C:6]([F:7])([F:8])[F:9])=[O:10])[cH:11][cH:12][c:13]([CH2:15][CH2:16][O:17][CH:18]2[O:19][CH2:20][CH2:21][CH2:22][CH2:23]2)[cH:14]1.[H-:24].[Na+:25]>>[Cl:1][c:2]1[c:3]([N:4]([C:5]([C:6]([F:7])([F:8])[F:9])=[O:10])[CH2:27][C:28](=[O:29])[O:30][CH2:31][CH3:32])[cH:11][cH:12][c:13]([CH2:15][CH2:16][O:17][CH:18]2[O:19][CH2:20][CH2:21][CH2:22][CH2:23]2)[cH:14]1. Yields the product CC(=O)c1cc2c(S(=O)(=O)NCC(=O)O)ccc(O)c2o1. RXN SMILES: [Al+3:24].[C:1]([CH3:2])(=[O:3])[c:4]1[o:5][c:6]2[c:7]([cH:8]1)[c:9]([S:15]([NH:16][CH2:17][C:18](=[O:19])[OH:20])(=[O:21])=[O:22])[cH:10][cH:11][c:12]2[O:13][CH3:14].[Cl-:23].[Cl-:25].[Cl-:26].[Cl:27][c:28]1[cH:29][cH:30][cH:31][cH:32][cH:33]1>>[C:1]([CH3:2])(=[O:3])[c:4]1[o:5][c:6]2[c:7]([cH:8]1)[c:9]([S:15]([NH:16][CH2:17][C:18](=[O:19])[OH:20])(=[O:21])=[O:22])[cH:10][cH:11][c:12]2[OH:13]. The reactants are [Al+3], COc1ccc(S(=O)(=O)NCC(=O)O)c2cc(C(C)=O)oc12, [Cl-], [Cl-], [Cl-], Clc1ccccc1. Starting materials: C(C)(=O)O (Acetic acid), ClC1=C(C=C(C=C1)O)O (4-chlorobenzene-1,3-diol). The solvent is B(F)(F)F.CCOCC (BF3.OEt2). Run at temperature 90 celsius, time 3.5 hour. The product is ClC=1C(=CC(=C(C1)C(C)=O)O)O (1-(5-chloro-2,4-dihydroxyphenyl)-ethanone). Yield: 44.0%. Reaction SMILES: [C:1]([OH:4])(=O)[CH3:2].[Cl:5][C:6]1[CH:11]=[CH:10][C:9]([OH:12])=[CH:8][C:7]=1[OH:13]>B(F)(F)F.CCOCC>[Cl:5][C:6]1[C:7]([OH:13])=[CH:8][C:9]([OH:12])=[C:10]([C:1](=[O:4])[CH3:2])[CH:11]=1 |f:2.3|. Reported procedure: Acetic acid (17.5 ml) was added dropwise to a suspension of 4-chlorobenzene-1,3-diol (20 g, 0.138 mol) in BF3.OEt2 (100 ml) under a nitrogen atmosphere. The reaction mixture was stirred at 90° C. for 3.5 h and then allowed to cool to RT, causing a solid to precipitate. The mixture was poured into a 10% w/v aqueous sodium acetate solution (350 ml). This mixture was then stirred vigorously for 2.5 h to afford a light brown solid, which was filtered, washed with water, and air-dried overnight to af... The reactants are CC1=C(C=C(C=C1)N)[N+](=O)[O-] ((4-methyl-3-nitrophenyl)amine), CCN(C(C)C)C(C)C (iPr2NEt), ClC(C(=O)OC(C(Cl)(Cl)Cl)=O)(Cl)Cl (trichloroacetic anhydride), C1(=CC=CC=C1)N (phenylamine). Run in C(Cl)Cl (CH2Cl2). Run at temperature 0 celsius, time 3 hour. Yields the product CC1=C(C=C(C=C1)NC(=O)NC1=CC=CC=C1)[N+](=O)[O-] (1-(4-methyl-3-nitrophenyl)-3-phenylurea). Isolated yield 99.6%. As a reaction SMILES: [CH3:1][C:2]1[CH:7]=[CH:6][C:5]([NH2:8])=[CH:4][C:3]=1[N+:9]([O-:11])=[O:10].CCN(C(C)C)C(C)C.ClC(Cl)(Cl)C(O[C:26](=[O:31])C(Cl)(Cl)Cl)=O.[C:34]1([NH2:40])[CH:39]=[CH:38][CH:37]=[CH:36][CH:35]=1>C(Cl)Cl>[CH3:1][C:2]1[CH:7]=[CH:6][C:5]([NH:8][C:26]([NH:40][C:34]2[CH:39]=[CH:38][CH:37]=[CH:36][CH:35]=2)=[O:31])=[CH:4][C:3]=1[N+:9]([O-:11])=[O:10]. Procedure: To a solution (4-methyl-3-nitrophenyl)amine (152 mg) in CH2Cl2 (15 mL) were added iPr2NEt (1.29 g) and trichloroacetic anhydride (370 mg) successively at 0° C. under a nitrogen atmosphere, and the mixture was stirred at 0° C. for 3 hr. To the solution was added phenylamine (930 mg), and the resulted mixture was stirred at room temperature for 16 h. The volatile materials were evaporated in vacuo. The residue was diluted with EtOAc (10 mL) and the resulted mixture was successively washed with 1M ...